This data is from the Open Reaction Database (ORD), a public repository of structured organic reaction records. The task is: describe an organic reaction: reactants, conditions, products, and yield Starting materials: C([O-])([O-])=O.[Na+].[Na+] (sodium carbonate), aqueous solution, Cl.NO (hydroxylamine hydrochloride), C(C1=CC=CC=C1)N1C(C(CC1)=O)C (1-benzyl-2-methyl-3-pyrrolidone). The solvent is C(C)O (ethanol). Product: C(C1=CC=CC=C1)N1C(C(CC1)=NO)C (1-benzyl-3-hydroxyimino-2-methylpyrrolidine). The yield is 63.7%. As a reaction SMILES: [CH2:1]([N:8]1[CH2:12][CH2:11][C:10](=O)[CH:9]1[CH3:14])[C:2]1[CH:7]=[CH:6][CH:5]=[CH:4][CH:3]=1.Cl.[NH2:16][OH:17].C(=O)([O-])[O-].[Na+].[Na+]>C(O)C>[CH2:1]([N:8]1[CH2:12][CH2:11][C:10](=[N:16][OH:17])[CH:9]1[CH3:14])[C:2]1[CH:7]=[CH:6][CH:5]=[CH:4][CH:3]=1 |f:1.2,3.4.5|. Procedure: To 80 ml of ethanol solution containing 16 g of 1-benzyl-2-methyl-3-pyrrolidone was added 80 ml of aqueous solution containing 13 g of hydroxylamine hydrochloride. After adding 18 g of sodium carbonate to the solution, the mixture was warmed to 35°-40° C. for 30 minutes. The reaction mixture was condensed under reduced pressure to half volume, and the product was extracted twice each time with 80 ml of ether. The extracts were combined and dried over anhydrous magnesium sulfate. The extracts wer... Reactants: BrC1=CC=C(N=N1)N1CC2CCC(C1)N2C (3-(6-bromo-pyridazin-3-yl)-8-methyl-3,8-diaza-bicyclo[3.2.1]octane), C(#C)C1=CC=C(C=C1)NC(C)=O (N-(4-ethynyl-phenyl)-acetamide). Yields the product CN1C2CN(CC1CC2)C2=CC=C(N=N2)C#CC2=CC=C(C=C2)NC(C)=O (N-{4-[6-(8-Methyl-3,8-diaza-bicyclo[3.2.1]oct-3-yl)-pyridazin-3-ylethynyl]-phenyl}acetamide). RXN SMILES: Br[C:2]1[N:7]=[N:6][C:5]([N:8]2[CH2:14][CH:13]3[N:15]([CH3:16])[CH:10]([CH2:11][CH2:12]3)[CH2:9]2)=[CH:4][CH:3]=1.[C:17]([C:19]1[CH:24]=[CH:23][C:22]([NH:25][C:26](=[O:28])[CH3:27])=[CH:21][CH:20]=1)#[CH:18]>>[CH3:16][N:15]1[CH:13]2[CH2:12][CH2:11][CH:10]1[CH2:9][N:8]([C:5]1[N:6]=[N:7][C:2]([C:18]#[C:17][C:19]3[CH:24]=[CH:23][C:22]([NH:25][C:26](=[O:28])[CH3:27])=[CH:21][CH:20]=3)=[CH:3][CH:4]=1)[CH2:14]2. Procedure details: Was prepared according to Method B from 3-(6-bromo-pyridazin-3-yl)-8-methyl-3,8-diaza-bicyclo[3.2.1]octane and N-(4-ethynyl-phenyl)-acetamide. Mp 292° C. The reactants are C(C)(C)(C)OC(NC1CCC(CC1)NC=1C=2N(C=CN1)C(=CN2)C2=NC(=NC=C2)S(=O)C)=O ({4-[3-(2-methanesulfinyl-pyrimidin-4-yl)-imidazo[1,2-a]pyrazin-8-ylamino]-cyclohexyl}-carbamic acid tert-butyl ester), ClC=1C=C(CN)C=CC1 (3-chlorobenzylamine). Reaction conditions: time 2 hour. Product: C(C)(C)(C)OC(NC1CCC(CC1)NC=1C=2N(C=CN1)C(=CN2)C2=NC(=NC=C2)NCC2=CC(=CC=C2)Cl)=O ((4-{3-[2-(3-chloro-benzylamino)-pyrimidin-4-yl]-imidazo[1,2-a]pyrazin-8-ylamino}-cyclohexyl)-carbamic acid tert-butyl ester). As a reaction SMILES: [C:1]([O:5][C:6](=[O:33])[NH:7][CH:8]1[CH2:13][CH2:12][CH:11]([NH:14][C:15]2[C:16]3[N:17]([C:21]([C:24]4[CH:29]=[CH:28][N:27]=[C:26](S(C)=O)[N:25]=4)=[CH:22][N:23]=3)[CH:18]=[CH:19][N:20]=2)[CH2:10][CH2:9]1)([CH3:4])([CH3:3])[CH3:2].[Cl:34][C:35]1[CH:36]=[C:37]([CH:40]=[CH:41][CH:42]=1)[CH2:38][NH2:39]>>[C:1]([O:5][C:6](=[O:33])[NH:7][CH:8]1[CH2:13][CH2:12][CH:11]([NH:14][C:15]2[C:16]3[N:17]([C:21]([C:24]4[CH:29]=[CH:28][N:27]=[C:26]([NH:39][CH2:38][C:37]5[CH:40]=[CH:41][CH:42]=[C:35]([Cl:34])[CH:36]=5)[N:25]=4)=[CH:22][N:23]=3)[CH:18]=[CH:19][N:20]=2)[CH2:10][CH2:9]1)([CH3:4])([CH3:3])[CH3:2]. Procedure: The mixture of {4-[3-(2-methanesulfinyl-pyrimidin-4-yl)-imidazo[1,2-a]pyrazin-8-ylamino]-cyclohexyl}-carbamic acid tert-butyl ester (from Example 48 supra) (100 mg, 0.212 mmol) and (3-chlorobenzylamine (120.3 mg, 0.849 mmol) was heated at 140° C. with stirring for 2 hours. The oil was purified by chromatography (silica gel, 10 g, 200-300 mesh, eluting with dichloromethane:methanol, 50:1 to 30:1) to afford crude (4-{3-[2-(3-chloro-benzylamino)-pyrimidin-4-yl]-imidazo[1,2-a]pyrazin-8-ylamino}-cycl... The reactants are CCO, CC(C)OP(=O)(OC(C)C)C(Cl)(Cl)P(=O)(OC(C)C)OC(C)C, [Na+], [Na+], O, O=S([O-])[O-]. Product: CC(C)OP(=O)(OC(C)C)C(Cl)P(=O)(OC(C)C)OC(C)C. Reaction SMILES: [CH3:30][CH2:31][OH:32].[Cl:1][C:2]([P:3]([O:4][CH:5]([CH3:6])[CH3:7])([O:8][CH:9]([CH3:10])[CH3:11])=[O:12])([P:13]([O:14][CH:15]([CH3:16])[CH3:17])([O:18][CH:19]([CH3:20])[CH3:21])=[O:22])[Cl:23].[Na+:28].[Na+:29].[OH2:33].[S:24]([O-:25])([O-:26])=[O:27]>>[Cl:1][CH:2]([P:3]([O:4][CH:5]([CH3:6])[CH3:7])([O:8][CH:9]([CH3:10])[CH3:11])=[O:12])[P:13]([O:14][CH:15]([CH3:16])[CH3:17])([O:18][CH:19]([CH3:20])[CH3:21])=[O:22]. Starting materials: CC1C[C@H]2CN[C@@H]([C@H]2C1)CNC(=O)C1=C(N=C2SC=CN21)C (6-methyl-imidazo[2,1-b]thiazole-5-carboxylic acid-[(1S,2S,5R)-7-methyl-3-aza-bicyclo[3.3.0]oct-2-ylmethyl]-amide), FC1=CC=C(C=C1)C=1C(=CC=CC1)C(=O)O (4′-fluoro-biphenyl-2-carboxylic acid). Yields the product CC1C[C@H]2CN([C@@H]([C@H]2C1)CNC(=O)C1=C(N=C2SC=CN21)C)C(=O)C=2C(=CC=CC2)C2=CC=C(C=C2)F (6-Methyl-imidazo[2,1-b]thiazole-5-carboxylic acid-(1S,2S,5R)-[7-methyl-3-(4′-fluoro-biphenyl-2-carbonyl)-3-aza-bicyclo[3.3.0]oct-2-ylmethyl]-amide). RXN SMILES: [CH3:1][CH:2]1[CH2:9][C@H:8]2[C@H:4]([CH2:5][NH:6][C@@H:7]2[CH2:10][NH:11][C:12]([C:14]2[N:21]3[C:17]([S:18][CH:19]=[CH:20]3)=[N:16][C:15]=2[CH3:22])=[O:13])[CH2:3]1.[F:23][C:24]1[CH:29]=[CH:28][C:27]([C:30]2[C:31]([C:36](O)=[O:37])=[CH:32][CH:33]=[CH:34][CH:35]=2)=[CH:26][CH:25]=1>>[CH3:1][CH:2]1[CH2:9][C@H:8]2[C@H:4]([CH2:5][N:6]([C:36]([C:31]3[C:30]([C:27]4[CH:26]=[CH:25][C:24]([F:23])=[CH:29][CH:28]=4)=[CH:35][CH:34]=[CH:33][CH:32]=3)=[O:37])[C@@H:7]2[CH2:10][NH:11][C:12]([C:14]2[N:21]3[C:17]([S:18][CH:19]=[CH:20]3)=[N:16][C:15]=2[CH3:22])=[O:13])[CH2:3]1. Reported procedure: prepared by reaction of 6-methyl-imidazo[2,1-b]thiazole-5-carboxylic acid-[(1S,2S,5R)-7-methyl-3-aza-bicyclo[3.3.0]oct-2-ylmethyl]-amide with commercially available 4′-fluoro-biphenyl-2-carboxylic acid. Reactants: C=CCCCC, CO[SiH](CC(C)c1cc(C)ccc1C)OC, CC(C)O. Product: CCCCCC[Si](CC(C)c1cc(C)ccc1C)(OC)OC. Reaction SMILES: [CH2:17]=[CH:18][CH2:19][CH2:20][CH2:21][CH3:22].[CH3:1][c:2]1[c:3]([CH:9]([CH2:10][SiH:11]([O:12][CH3:13])[O:14][CH3:15])[CH3:16])[cH:4][c:5]([CH3:8])[cH:6][cH:7]1.[CH:23]([OH:24])([CH3:25])[CH3:26]>>[CH3:1][c:2]1[c:3]([CH:9]([CH2:10][Si:11]([O:12][CH3:13])([O:14][CH3:15])[CH2:17][CH2:18][CH2:19][CH2:20][CH2:21][CH3:22])[CH3:16])[cH:4][c:5]([CH3:8])[cH:6][cH:7]1. The reactants are ClC1=C(C=CC=C1)C(C(C(=O)OC(C)(C)C)=CN(C)C)=O (1,1-dimethylethyl 2-chloro-α-[(dimethylamino)methylene]-β-oxo-benzenepropanoate), IC1=CC=C(N)C=C1 (4-iodoaniline). Run in C1(=CC=CC=C1)C (toluene). Run at time 8 hour. Product: ClC1=C(C=CC=C1)C(C(C(=O)OC(C)(C)C)=CNC1=CC=C(C=C1)I)=O (1,1-Dimethylethyl 2-chloro-α-[[(4-iodophenyl)amino]methylene]-β-oxo-benzenepropanoate). As a reaction SMILES: [Cl:1][C:2]1[CH:7]=[CH:6][CH:5]=[CH:4][C:3]=1[C:8](=[O:21])[C:9](=[CH:17][N:18]([CH3:20])C)[C:10]([O:12][C:13]([CH3:16])([CH3:15])[CH3:14])=[O:11].[I:22][C:23]1[CH:29]=[CH:28]C(N)=[CH:25][CH:24]=1>C1(C)C=CC=CC=1>[Cl:1][C:2]1[CH:7]=[CH:6][CH:5]=[CH:4][C:3]=1[C:8](=[O:21])[C:9](=[CH:17][NH:18][C:20]1[CH:28]=[CH:29][C:23]([I:22])=[CH:24][CH:25]=1)[C:10]([O:12][C:13]([CH3:14])([CH3:15])[CH3:16])=[O:11]. Reported procedure: A solution of 1,1-dimethylethyl 2-chloro-α-[(dimethylamino)methylene]-β-oxo-benzenepropanoate (25.5 mg, 0.082 mmol) in 1 mL of toluene was treated with 4-iodoaniline (17.9 mg, 0.082 mmol) added as a solid in one portion. After stirring overnight, the reaction was concentrated in vacuo and the residue was adsorbed onto silica gel and added to 19.5 cm of flash silica in a 2 cm dia. column. Elution with 5:1 hexanes/EtOAc gave the title compound as a solid.